From a dataset of the Open Reaction Database (ORD), a public repository of structured organic reaction records. describe an organic reaction: reactants, conditions, products, and yield Reactants: C=Cc1ccccc1, Cc1ccccc1, Cl[SiH](Cl)Cl, [Pt]. Yields the product Cl[Si](Cl)(Cl)CCc1ccccc1. Reaction SMILES: [CH2:1]=[CH:2][c:3]1[cH:4][cH:5][cH:6][cH:7][cH:8]1.[CH3:14][c:15]1[cH:16][cH:17][cH:18][cH:19][cH:20]1.[Cl:9][SiH:10]([Cl:11])[Cl:12].[Pt:13]>>[CH2:1]([CH2:2][c:3]1[cH:4][cH:5][cH:6][cH:7][cH:8]1)[Si:10]([Cl:9])([Cl:11])[Cl:12]. The reactants are C1(=CC=CC=C1)N1N=C2C(=CNC=3C=C(C=CC23)N2CCNCC2)C1=O (2-Phenyl-7-piperazin-1-yl-2,5-dihydro-pyrazolo[4,3-c]quinolin-3-one), NC=1C=CC=2C=3C(=CNC2C1)C(N(N3)C3=CC=C(C=C3)OC)=O (7-amino-2-(4′-Methoxyphenyl)-2,5-dihydro-pyrazolo-[4,3-c]quinolin-3-one). Product: COC1=CC=C(C=C1)N1N=C2C(=CNC=3C=C(C=CC23)N2CCNCC2)C1=O (2-(4-Methoxyphenyl)-7-piperazin-1-yl-2,5-dihydro-pyrazolo[4,3-c]quinolin-3-one). Reaction SMILES: [C:1]1([N:7]2[C:25](=[O:26])[C:10]3=[CH:11][NH:12][C:13]4[CH:14]=[C:15]([N:19]5[CH2:24][CH2:23][NH:22][CH2:21][CH2:20]5)[CH:16]=[CH:17][C:18]=4[C:9]3=[N:8]2)[CH:6]=[CH:5][CH:4]=[CH:3][CH:2]=1.NC1C=CC2C3C(C(=O)N(C4C=C[C:44]([O:47]C)=CC=4)N=3)=CNC=2C=1>>[CH3:44][O:47][C:4]1[CH:5]=[CH:6][C:1]([N:7]2[C:25](=[O:26])[C:10]3=[CH:11][NH:12][C:13]4[CH:14]=[C:15]([N:19]5[CH2:20][CH2:21][NH:22][CH2:23][CH2:24]5)[CH:16]=[CH:17][C:18]=4[C:9]3=[N:8]2)=[CH:2][CH:3]=1. Procedure: The title compound was prepared following the procedure for 14a using 13c. 1H-NMR (DMSO-d6) δ (ppm): 3.04 (4H, br), 3.75 (3H, s), 3.90 (4H, br), 6.8 (1H, m), 7.26 (2H, m), 7.42 (1H, m), 7.87 (1H, d, J=8.79 Hz), 8.05 (2H, d, J=9.06 Hz), 8.62 (1H, br). m/z 376.4 (MH+).